Dataset: the Open Reaction Database (ORD), a public repository of structured organic reaction records. Task: describe an organic reaction: reactants, conditions, products, and yield The reactants are C(C1=CC=CC=C1)OC1=C(OC[C@@H]2OC2)C=CC(=C1)[N+](=O)[O-] ((2R)-2-{[2-(benzyloxy)-4-nitrophenoxy]methyl}oxirane), C([O-])(O)=O.[Na+] (sodium bicarbonate), C1=CCC=CC1 (1,4-cyclohexadiene). Run in CCO (EtOH). Run at temperature 60 celsius, time 1 hour. Yields the product [N+](=O)([O-])C=1C=CC2=C(O[C@H](CO2)CO)C1 ([(2S)-7-nitro-2,3-dihydro-1,4-benzodioxin-2-yl]methanol). Yield: 96.6%. RXN SMILES: C([O:8][C:9]1[CH:19]=[C:18]([N+:20]([O-:22])=[O:21])[CH:17]=[CH:16][C:10]=1[O:11][CH2:12][C@H:13]1[CH2:15][O:14]1)C1C=CC=CC=1.C(=O)(O)[O-].[Na+].C1CC=CCC=1>CCO>[N+:20]([C:18]1[CH:17]=[CH:16][C:10]2[O:11][CH2:12][C@H:13]([CH2:15][OH:14])[O:8][C:9]=2[CH:19]=1)([O-:22])=[O:21] |f:1.2|. Procedure: A 3 L 3-necked flask equipped with a mechanical stirrer, a reflux condenser, a thermocouple and a heating mantel is charged with EtOH (1500 mL), (2R)-2-{[2-(benzyloxy)-4-nitrophenoxy]methyl}oxirane (70.00 g, 0.232 mol), sodium bicarbonate (38.98 g, 0.464 mol) and 1,4-cyclohexadiene (39.56 mL, 0.418 mol). Argon gas is bubbled through the suspension for 5 min, and then the bubbling is discontinued, and palladium (10% on carbon, 4.9 g) is added. The mixture is heated to an internal temperature of 6... Starting materials: S(=O)(Cl)Cl (thionyl chloride), C(C)(C)N(CC)C(C)C (diisopropylethylamine), [OH-].[Na+] (sodium hydroxide), FC1=CC=C(C=C1)C1=C(C=NN1C)/C=C/C(=O)O ((2E)-3-[5-(4-fluorophenyl)-1-methyl-1H-pyrazol-4-yl]acrylic acid), NC1=CC=C(CP(OCC)(OCC)=O)C=C1 (diethyl 4-aminobenzylphosphonate). Run in CN(C=O)C (dimethylformamide), C(C)#N (acetonitrile), O (water). Conditions: time 1 hour. The product is FC1=CC=C(C=C1)C1=C(C=NN1C)/C=C/C(=O)NC1=CC=C(CP(OCC)(OCC)=O)C=C1 (diethyl [4-({(2E)-3-[5-(4-fluorophenyl)-1-methyl-1H-pyrazol-4-yl]prop-2-enoyl}amino)benzyl]phosphonate). Yield: 91.8%. RXN SMILES: [F:1][C:2]1[CH:7]=[CH:6][C:5]([C:8]2[N:12]([CH3:13])[N:11]=[CH:10][C:9]=2/[CH:14]=[CH:15]/[C:16]([OH:18])=O)=[CH:4][CH:3]=1.S(Cl)(Cl)=O.[NH2:23][C:24]1[CH:38]=[CH:37][C:27]([CH2:28][P:29](=[O:36])([O:33][CH2:34][CH3:35])[O:30][CH2:31][CH3:32])=[CH:26][CH:25]=1.C(N(C(C)C)CC)(C)C.[OH-].[Na+]>O.CN(C)C=O.C(#N)C>[F:1][C:2]1[CH:3]=[CH:4][C:5]([C:8]2[N:12]([CH3:13])[N:11]=[CH:10][C:9]=2/[CH:14]=[CH:15]/[C:16]([NH:23][C:24]2[CH:25]=[CH:26][C:27]([CH2:28][P:29](=[O:36])([O:30][CH2:31][CH3:32])[O:33][CH2:34][CH3:35])=[CH:37][CH:38]=2)=[O:18])=[CH:6][CH:7]=1 |f:4.5|. Reported procedure: To a mixture of (2E)-3-[5-(4-fluorophenyl)-1-methyl-1H-pyrazol-4-yl]acrylic acid (35.0 g), acetonitrile (245 mL) and dimethylformamide (0.175 mL) was added thionyl chloride (11.4 mL) at 40-45° C. and the mixture was stirred for 1 hr. Then diethyl 4-aminobenzylphosphonate (36.3 g) was added at 5° C. and diisopropylethylamine (61.9 mL) was further added dropwise. The mixture was stirred at room temperature for 1 hr. A 1N aqueous sodium hydroxide solution (140 mL) was added to neutralize the reacti... Reaction SMILES: [Br:23][CH2:24][CH2:25][N:26]([CH2:27][CH3:28])[CH2:29][CH3:30].[BrH:22].[CH2:1]([CH3:2])[O:3][C:4](=[O:5])[c:6]1[c:7]([C:16]([F:17])([F:18])[F:19])[c:8]2[c:13]([nH:14]1)[CH2:12][CH2:11][NH:10][C:9]2=[O:15].[CH3:31][N:32]([CH3:33])[CH:34]=[O:35].[H-:20].[Na+:21]>>[CH2:1]([CH3:2])[O:3][C:4](=[O:5])[c:6]1[c:7]([C:16]([F:17])([F:18])[F:19])[c:8]2[c:13]([nH:14]1)[CH2:12][CH2:11][N:10]([CH2:24][CH2:25][N:26]([CH2:27][CH3:28])[CH2:29][CH3:30])[C:9]2=[O:15]. Reactants: CCN(CC)CCBr, Br, CCOC(=O)c1[nH]c2c(c1C(F)(F)F)C(=O)NCC2, CN(C)C=O, [H-], [Na+]. The product is CCOC(=O)c1[nH]c2c(c1C(F)(F)F)C(=O)N(CCN(CC)CC)CC2. Reactants: ClC1=CC=C2C(NC(NC2=C1)=O)=O (7-chloro-2,4-dioxo-1,2,3,4-tetrahydroquinazoline), ClC1=CC=C2C(=NC(=NC2=C1)O[Si](C)(C)C)O[Si](C)(C)C (7-chloro-2,4-bis(trimethylsilyloxy)quinazoline), ClCC(=O)OCC (ethyl chloroacetate), [Br-].[Na+] (sodium bromide). The solvent is C1(OCC(C)O1)=O (propylene carbonate). Conditions: time 10 hour. Product: ClC1=CC=C2C(NC(N(C2=C1)CC(=O)OCC)=O)=O (ethyl 2-(7-chloro-2,4-dioxo-1,2,3,4-tetrahydroquinazolin-1-yl)acetate). Yield: 94.0%. As a reaction SMILES: [Cl:1][C:2]1[CH:11]=[C:10]2[C:5]([C:6](=[O:13])[NH:7][C:8](=[O:12])[NH:9]2)=[CH:4][CH:3]=1.ClC1C=C2C(C(O[Si](C)(C)C)=NC(O[Si](C)(C)C)=N2)=CC=1.Cl[CH2:36][C:37]([O:39][CH2:40][CH3:41])=[O:38].[Br-].[Na+]>C1(=O)OC(C)CO1>[Cl:1][C:2]1[CH:11]=[C:10]2[C:5]([C:6](=[O:13])[NH:7][C:8](=[O:12])[N:9]2[CH2:36][C:37]([O:39][CH2:40][CH3:41])=[O:38])=[CH:4][CH:3]=1 |f:3.4|. Procedure: As in Example 1, 7-chloro-2,4-dioxo-1,2,3,4-tetrahydroquinazoline (20 g) was silylated and the toluene was distilled off to give a concentrate containing 7-chloro-2,4-bis(trimethylsilyloxy)quinazoline. To this concentrate were added propylene carbonate (40 ml), ethyl chloroacetate (16.21 g) and sodium bromide (2.09 g), and the reaction was carried out at an internal temperature of 125˜140° C. for 10 hours. This reaction mixture was cooled to ≦70° C. and worked up as in Example 1 to provide ethyl... Starting materials: [N+](=O)([O-])C=1C=C(C=CC1)CC(=O)N1CCNCC1 (2-(3-nitrophenyl)-1-(piperazin-1-yl)ethanone), ClC=1C2=C(N=CN1)NC=C2C (4-chloro-5-methyl-7H-pyrrolo[2,3-d]pyrimidine), C(C)(C)N(CC)C(C)C (diisopropylethylamine). Run in C(C)(C)O (isopropanol). Conditions: temperature 80 celsius. The product is CC1=CNC=2N=CN=C(C21)N2CCN(CC2)C(CC2=CC(=CC=C2)[N+](=O)[O-])=O (1-(4-(5-methyl-7H-pyrrolo[2,3-d]pyrimidin-4-yl)piperazin-1-yl)-2-(3-nitrophenyl)ethanone). RXN SMILES: [N+:1]([C:4]1[CH:5]=[C:6]([CH2:10][C:11]([N:13]2[CH2:18][CH2:17][NH:16][CH2:15][CH2:14]2)=[O:12])[CH:7]=[CH:8][CH:9]=1)([O-:3])=[O:2].Cl[C:20]1[C:21]2[C:28]([CH3:29])=[CH:27][NH:26][C:22]=2[N:23]=[CH:24][N:25]=1.C(N(C(C)C)CC)(C)C>C(O)(C)C>[CH3:29][C:28]1[C:21]2[C:20]([N:16]3[CH2:15][CH2:14][N:13]([C:11](=[O:12])[CH2:10][C:6]4[CH:7]=[CH:8][CH:9]=[C:4]([N+:1]([O-:3])=[O:2])[CH:5]=4)[CH2:18][CH2:17]3)=[N:25][CH:24]=[N:23][C:22]=2[NH:26][CH:27]=1. Procedure: 2-(3-Nitrophenyl)-1-(piperazin-1-yl)ethanone from step A (0.32 g, 0.9 mmol), 4-chloro-5-methyl-7H-pyrrolo[2,3-d]pyrimidine (0.168 g, 1.0 mmol), and diisopropylethylamine (0.1 ml) were combined in isopropanol and heated at 80° C. for 24 hours. The product was isolated by prep HPLC to give 1-(4-(5-methyl-7H-pyrrolo[2,3-d]pyrimidin-4-yl)piperazin-1-yl)-2-(3-nitrophenyl)ethanone. The reactants are C=O, ClCCl, COc1c(C)cnc(CS(=O)c2nc3ccccc3[nH]2)c1C. Product: COc1c(C)cnc(CS(=O)c2nc3ccccc3n2CO)c1C. RXN SMILES: [CH2:23]=[O:24].[CH2:25]([Cl:26])[Cl:27].[CH3:1][O:2][c:3]1[c:4]([CH3:22])[c:5]([CH2:10][S:11](=[O:12])[c:13]2[n:14][c:15]3[c:16]([nH:17]2)[cH:18][cH:19][cH:20][cH:21]3)[n:6][cH:7][c:8]1[CH3:9]>>[CH3:1][O:2][c:3]1[c:4]([CH3:22])[c:5]([CH2:10][S:11](=[O:12])[c:13]2[n:14]([CH2:23][OH:24])[c:15]3[c:16]([n:17]2)[cH:18][cH:19][cH:20][cH:21]3)[n:6][cH:7][c:8]1[CH3:9]. The reactants are C(C1=CC=CC=C1)N1CCC(CC1)NC(=O)NC1=CC=C(C=C1)F (N-(1-benzylpiperidin-4-yl)-N′-(4-fluorophenyl)urea), [H][H] (hydrogen). Reagents/catalysts: [Pd] (palladium on carbon). The solvent is CO (methanol), O1CCCC1 (tetrahydrofuran). Product: N1CCC(CC1)NC(=O)NC1=CC=C(C=C1)F (N-(piperidin-4-yl)-N′-(4-fluorophenyl)urea). Yield: 90.6%. Reaction SMILES: C([N:8]1[CH2:13][CH2:12][CH:11]([NH:14][C:15]([NH:17][C:18]2[CH:23]=[CH:22][C:21]([F:24])=[CH:20][CH:19]=2)=[O:16])[CH2:10][CH2:9]1)C1C=CC=CC=1.[H][H]>CO.O1CCCC1.[Pd]>[NH:8]1[CH2:13][CH2:12][CH:11]([NH:14][C:15]([NH:17][C:18]2[CH:19]=[CH:20][C:21]([F:24])=[CH:22][CH:23]=2)=[O:16])[CH2:10][CH2:9]1. Procedure: To a solution of N-(1-benzylpiperidin-4-yl)-N′-(4-fluorophenyl)urea (3.0 g) in a mixture of methanol (15 ml) and tetrahydrofuran (15 ml) was added palladium on carbon (10% w/w, 50% wet, 0.6 g), and the mixture was hydrogenated under atmospheric pressure of hydrogen for 8 hours. The catalyst was filtered off, and the solvents were evaporated under reduced pressure to give a residue, which was triturated with diisopropyl ether to give N-(piperidin-4-yl)-N′-(4-fluorophenyl)urea (1.97 g). Reactants: CN1C(N(C(C2=C1SC(=C2C(CC(C)C)=O)C2=CC(=CC=C2)OC(F)(F)F)=O)CCCOC2OCCCC2)=O (1-methyl-5-(3-methylbutanoyl)-3-(3-((tetrahydro-2H-pyran-2-yl)oxy)propyl)-6-(3-(trifluoromethoxy)phenyl)thieno[2,3-d]pyrimidine-2,4(1H,3H)-dione). The solvent is Cl (HCl), CO (MeOH). Product: OCCCN1C(N(C2=C(C1=O)C(=C(S2)C2=CC(=CC=C2)OC(F)(F)F)C(CC(C)C)=O)C)=O (3-(3-hydroxypropyl)-1-methyl-5-(3-methylbutanoyl)-6-(3-(trifluoromethoxy)phenyl)thieno[2,3-d]pyrimidine-2,4(1H,3H)-dione). Yield: 23.4%. As a reaction SMILES: [CH3:1][N:2]1[C:7]2[S:8][C:9]([C:17]3[CH:22]=[CH:21][CH:20]=[C:19]([O:23][C:24]([F:27])([F:26])[F:25])[CH:18]=3)=[C:10]([C:11](=[O:16])[CH2:12][CH:13]([CH3:15])[CH3:14])[C:6]=2[C:5](=[O:28])[N:4]([CH2:29][CH2:30][CH2:31][O:32]C2CCCCO2)[C:3]1=[O:39]>Cl.CO>[OH:32][CH2:31][CH2:30][CH2:29][N:4]1[C:5](=[O:28])[C:6]2[C:10]([C:11](=[O:16])[CH2:12][CH:13]([CH3:15])[CH3:14])=[C:9]([C:17]3[CH:22]=[CH:21][CH:20]=[C:19]([O:23][C:24]([F:26])([F:25])[F:27])[CH:18]=3)[S:8][C:7]=2[N:2]([CH3:1])[C:3]1=[O:39]. Procedure details: A solution of 1-methyl-5-(3-methylbutanoyl)-3-(3-((tetrahydro-2H-pyran-2-yl)oxy)propyl)-6-(3-(trifluoromethoxy)phenyl)thieno[2,3-d]pyrimidine-2,4(1H,3H)-dione (30 mg, 0.053 mmol) in concentrated HCl (1 mL) and MeOH (5 mL) was stirred at RT for 1 h then concentrated to a residue which was purified by Prep HPLC to give 3-(3-hydroxypropyl)-1-methyl-5-(3-methylbutanoyl)-6-(3-(trifluoromethoxy)phenyl)thieno[2,3-d]pyrimidine-2,4(1H,3H)-dione (6 mg, 23.4% yield) as a white solid. 1H NMR (CDCl3) δ: 7.48... The reactants are [I-].CSC=1SC[C@H]2[N+]1CC=1C=CC=CC1C2 ((S)-3-Methylthio-1,5,10,10a-tetrahydrothiazolo-[3,4-b]isoquinolinium iodide), NC1=C2C=C(N=CC2=CC=C1)C (5-amino-3-methylisoquinoline). The solvent is N1=CC=CC=C1 (pyridine). Reaction conditions: time 24 hour. Product: CC=1N=CC2=CC=CC(=C2C1)N=C1SC[C@H]2N1CC=1C=CC=CC1C2 ((S)-3-[(3-Methylisoquinol-5-yl)imino]-1,5,10,10a-tetrahydrothiazolo-[3,4-b]isoquinoline). Isolated yield 84.6%. RXN SMILES: [I-].CS[C:4]1[S:5][CH2:6][C@@H:7]2[CH2:16][C:15]3[CH:14]=[CH:13][CH:12]=[CH:11][C:10]=3[CH2:9][N+:8]=12.[NH2:17][C:18]1[CH:27]=[CH:26][CH:25]=[C:24]2[C:19]=1[CH:20]=[C:21]([CH3:28])[N:22]=[CH:23]2>N1C=CC=CC=1>[CH3:28][C:21]1[N:22]=[CH:23][C:24]2[C:19]([CH:20]=1)=[C:18]([N:17]=[C:4]1[N:8]3[CH2:9][C:10]4[CH:11]=[CH:12][CH:13]=[CH:14][C:15]=4[CH2:16][C@H:7]3[CH2:6][S:5]1)[CH:27]=[CH:26][CH:25]=2 |f:0.1|. Procedure: (S)-3-Methylthio-1,5,10,10a-tetrahydrothiazolo-[3,4-b]isoquinolinium iodide (36.3 g) is added to a solution of 5-amino-3-methylisoquinoline (15.9 g) in pyridine (200 cc). The suspension obtained gradually goes into solution. After 24 hours at a temperature of about 20° C., the mixture is concentrated to dryness under reduced pressure (25 mm Hg) at 50° C. The residue is dissolved in a mixture of methylene chloride (600 cc) and N aqueous sodium hydroxide solution (400 cc). The organic phase is dec... Reactants: C1CCNCC1, O=C(Cl)c1cccc(CCl)c1, Cl, C1CCOC1. Product: O=C(c1cccc(CCl)c1)N1CCCCC1. Reaction SMILES: [CH2:1]1[CH2:2][CH2:3][NH:4][CH2:5][CH2:6]1.[Cl:7][CH2:8][c:9]1[cH:10][c:11]([C:12](=[O:13])[Cl:14])[cH:15][cH:16][cH:17]1.[ClH:18].[O:19]1[CH2:20][CH2:21][CH2:22][CH2:23]1>>[CH2:1]1[CH2:2][CH2:3][N:4]([C:12]([c:11]2[cH:10][c:9]([CH2:8][Cl:7])[cH:17][cH:16][cH:15]2)=[O:13])[CH2:5][CH2:6]1.